This data is from the Open Reaction Database (ORD), a public repository of structured organic reaction records. The task is: describe an organic reaction: reactants, conditions, products, and yield The reactants are [Br-], ClC(Cl)Cl, CC(C)CCCC(C)C1CCC2C3CC(I)=C4CC(O)CCC4(C)C3CCC12C, CN(C)C=O, O. Product: CC(C)CCCC(C)C1CCC2C3CC(Br)=C4CC(O)CCC4(C)C3CCC12C. RXN SMILES: [Br-:30].[CH:37]([Cl:38])([Cl:39])[Cl:40].[I:1][C:2]1=[C:26]2[C:21]([CH3:28])([CH:20]3[CH:4]([CH2:3]1)[CH:5]1[CH2:6][CH2:7][CH:8]([CH:9]([CH2:10][CH2:11][CH2:12][CH:13]([CH3:14])[CH3:15])[CH3:16])[C:17]1([CH3:29])[CH2:18][CH2:19]3)[CH2:22][CH2:23][CH:24]([OH:27])[CH2:25]2.[O:31]=[CH:32][N:33]([CH3:34])[CH3:35].[OH2:36]>>[C:2]1([Br:30])=[C:26]2[C:21]([CH3:28])([CH:20]3[CH:4]([CH2:3]1)[CH:5]1[CH2:6][CH2:7][CH:8]([CH:9]([CH2:10][CH2:11][CH2:12][CH:13]([CH3:14])[CH3:15])[CH3:16])[C:17]1([CH3:29])[CH2:18][CH2:19]3)[CH2:22][CH2:23][CH:24]([OH:27])[CH2:25]2. Starting materials: COC(=O)c1ccccc1OS(C)(=O)=O, Cl. Product: CS(=O)(=O)Oc1ccccc1C(=O)O. RXN SMILES: [CH3:1][S:2](=[O:3])(=[O:4])[O:5][c:6]1[c:7]([C:8](=[O:9])[O:10][CH3:11])[cH:12][cH:13][cH:14][cH:15]1.[ClH:16]>>[CH3:1][S:2](=[O:3])(=[O:4])[O:5][c:6]1[c:7]([C:8](=[O:9])[OH:10])[cH:12][cH:13][cH:14][cH:15]1. Starting materials: N([C@@H](CCC(=O)N[C@@H](CCCC)C(=O)OCC1=CC=CC=C1)C(=O)OCC1=CC=CC=C1)C(=O)OCC1=CC=CC=C1 (Z-Glu(Nle-OBzl)-OBzl), C(C)O (ethanol), [H][H] (hydrogen). The reagents and catalysts are [Pd] (palladium on carbon). Solvent: O (water), O (Water). Reaction conditions: time 8 hour. Product: N[C@@H](CCC(=O)N[C@@H](CCCC)C(=O)O)C(=O)O (γ-Glu-Nle). Isolated yield 7.1%. RXN SMILES: [NH:1](C(OCC1C=CC=CC=1)=O)[C@H:2]([C:23]([O:25]CC1C=CC=CC=1)=[O:24])[CH2:3][CH2:4][C:5]([NH:7][C@H:8]([C:13]([O:15]CC1C=CC=CC=1)=[O:14])[CH2:9][CH2:10][CH2:11][CH3:12])=[O:6].C(O)C.[H][H]>[Pd].O>[NH2:1][C@H:2]([C:23]([OH:25])=[O:24])[CH2:3][CH2:4][C:5]([NH:7][C@H:8]([C:13]([OH:15])=[O:14])[CH2:9][CH2:10][CH2:11][CH3:12])=[O:6]. Reported procedure: Z-Glu(Nle-OBzl)-OBzl (4.05 g) and 5% palladium on carbon (5% palladium/carbon, 0.40 g) were added to a mixed solution of ethanol (50 mL) and water (10 mL), and a catalytic reducing reaction was carried out at 50° C. overnight (14 hours) in a hydrogen gas atmosphere. Water (10 mL) was added to the reaction system in small portions during the reaction. The palladium/carbon was removed from the reaction system through filtration and the resulting filtrate was concentrated under reduced pressure. Th... Reaction SMILES: [CH2:27]([C:28]#[CH:29])[OH:30].[CH2:31]([NH:32][CH2:33][CH3:34])[CH3:35].[CH2:36]1[O:37][CH2:38][CH2:39][CH2:40]1.[Cl:1][c:2]1[cH:3][cH:4][c:5]([CH2:6][NH:7][C:8](=[O:9])[c:10]2[cH:11][n:12]([CH3:24])[c:13]3[n:14][c:15]([O:22][CH3:23])[c:16]([I:21])[cH:17][c:18]3[c:19]2=[O:20])[cH:25][cH:26]1.[Cl:41][CH2:42][Cl:43].[Cu:44]([I:45])[I:46]>>[Cl:1][c:2]1[cH:3][cH:4][c:5]([CH2:6][NH:7][C:8](=[O:9])[c:10]2[cH:11][n:12]([CH3:24])[c:13]3[n:14][c:15]([O:22][CH3:23])[c:16]([C:29]#[C:28][CH2:27][OH:30])[cH:17][c:18]3[c:19]2=[O:20])[cH:25][cH:26]1. The reactants are C#CCO, CCNCC, C1CCOC1, COc1nc2c(cc1I)c(=O)c(C(=O)NCc1ccc(Cl)cc1)cn2C, ClCCl, I[Cu]I. Product: COc1nc2c(cc1C#CCO)c(=O)c(C(=O)NCc1ccc(Cl)cc1)cn2C. The reactants are CC(C)([O-])C.[K+] (Potassium tert-butoxide), C(#N)C1=CC=C(C=C1)C(NC(=O)NC1=CC(=CC=C1)C(F)(F)F)C1=C(CC2(CCOCC2)CC1=O)OC (1-((4-cyanophenyl)-(8-methoxy-10-oxo-3-oxaspiro[5.5]undec-8-en-9-yl)methyl)-3-(3-(trifluoromethyl)phenyl) urea), C(#N)C1=CC=C(C=C1)C(NC(=O)NC1=CC(=CC=C1)C(F)(F)F)C1=C(CC2(CCOCC2)CC1=O)OC (1-((4-cyanophenyl)-(8-methoxy-10-oxo-3-oxaspiro[5.5]undec-8-en-9-yl)methyl)-3-(3-(trifluoromethyl)phenyl) urea). Run in CN(C=O)C (N,N-dimethylformamide). Yields the product O=C1N(C=2CC3(CC(C2C(N1)C1=CC=C(C#N)C=C1)=O)CCOCC3)C3=CC(=CC=C3)C(F)(F)F (4-(2′,5′-Dioxo-1′-(3-(trifluoromethyl)phenyl)-2,2′,3,3′,4′,5,5′,6,6′,8′-decahydro-1′H-spiro[pyran-4,7′-quinazoline]-4′-yl)benzonitrile). RXN SMILES: CC(C)([O-])C.[K+].[C:7]([C:9]1[CH:14]=[CH:13][C:12]([CH:15]([C:30]2[C:40](=[O:41])[CH2:39][C:33]3([CH2:38][CH2:37][O:36][CH2:35][CH2:34]3)[CH2:32][C:31]=2OC)[NH:16][C:17]([NH:19][C:20]2[CH:25]=[CH:24][CH:23]=[C:22]([C:26]([F:29])([F:28])[F:27])[CH:21]=2)=[O:18])=[CH:11][CH:10]=1)#[N:8]>CN(C)C=O>[O:18]=[C:17]1[NH:16][CH:15]([C:12]2[CH:13]=[CH:14][C:9]([C:7]#[N:8])=[CH:10][CH:11]=2)[C:30]2[C:40](=[O:41])[CH2:39][C:33]3([CH2:34][CH2:35][O:36][CH2:37][CH2:38]3)[CH2:32][C:31]=2[N:19]1[C:20]1[CH:25]=[CH:24][CH:23]=[C:22]([C:26]([F:27])([F:28])[F:29])[CH:21]=1 |f:0.1|. Reported procedure: Potassium tert-butoxide (49 mg, 0.44 mmol) is added to a solution of 1-((4-cyanophenyl)-(8-methoxy-10-oxo-3-oxaspiro[5.5]undec-8-en-9-yl)methyl)-3-(3-(trifluoromethyl)phenyl) urea (intermediate 11, 224 mg, 0.44 mmol) in N,N-dimethylformamide (3 mL). The mixture is stirred at room temperature over night and then purified by reversed phase HPLC (Waters Xbridge™-C18, gradient of acetonitrile in water, 0.1% TFA). Yield: 21 mg; ESI mass spectrum [M+H]+=482, Retention time HPLC: 1.04 min (V011_S01). Starting materials: FC(C1(OCC(O1)CO)C(F)(F)F)(F)F (2,2-bis(trifluoromethyl)-4-hydroxymethyl-1,3-dioxolane), O([Na])C#N (NaOCN), FC(C(=O)O)(F)F (trifluoroacetic acid). Solvent: C(Cl)Cl (methylene dichloride). Reaction conditions: temperature 40 celsius, time 16 hour. Yields the product FC(C1(OCC(O1)COC(N)=O)C(F)(F)F)(F)F (2,2-bis(trifluoromethyl)-4-carbamoyloxymethyl-1,3-dioxolane). Reaction SMILES: [F:1][C:2]([F:15])([F:14])[C:3]1([C:10]([F:13])([F:12])[F:11])[O:7][CH:6]([CH2:8][OH:9])[CH2:5][O:4]1.[O:16]([C:18]#[N:19])[Na].FC(F)(F)C(O)=O>C(Cl)Cl>[F:13][C:10]([F:11])([F:12])[C:3]1([C:2]([F:1])([F:14])[F:15])[O:7][CH:6]([CH2:8][O:9][C:18](=[O:16])[NH2:19])[CH2:5][O:4]1. Procedure: A mixture of 15 grams of 2,2-bis(trifluoromethyl)-4-hydroxymethyl-1,3-dioxolane (0.0625 mols), 8.12 grams NaOCN (0.125 mols), and 75 ml methylene dichloride is stirred at 25°-35° C. while 14.3 grams trifluoroacetic acid is added dropwise. The mixture is stirred for 16 hours at 40° C. The product is filtered and the filter cake washed with methylene dichloride. The filtrate is washed with water and dried over Na2SO4 prior to vacuum-stripping. The reaction product is recrystallized from 1 part ben...